Dataset: the Open Reaction Database (ORD), a public repository of structured organic reaction records. Task: describe an organic reaction: reactants, conditions, products, and yield Reactants: ClC1=CC=C(C(=O)Cl)C=C1 (4-chlorobenzoyl chloride), Cl (HCl), CNC (dimethylamine), N1=CC=CC=C1 (pyridine). Run in C1(=CC=CC=C1)C (toluene). Product: ClC1=CC=C(C(=O)N(C)C)C=C1 (4-Chloro-N,N-dimethylbenzamide). As a reaction SMILES: [Cl:1][C:2]1[CH:10]=[CH:9][C:5]([C:6](Cl)=[O:7])=[CH:4][CH:3]=1.[CH3:11][NH:12][CH3:13].N1C=CC=CC=1.Cl>C1(C)C=CC=CC=1>[Cl:1][C:2]1[CH:10]=[CH:9][C:5]([C:6]([N:12]([CH3:13])[CH3:11])=[O:7])=[CH:4][CH:3]=1. Procedure details: The procedure of Example 13 is followed, but the endcapper is 4-chloro-N,N-dimethylbenzamide (0.20 g, 1.09 mmol) to yield the amido-functionalized macromonomer. 4-Chloro-N,N-dimethylbenzamide is prepared by reacting 4-chlorobenzoyl chloride with dimethylamine in toluene with some pyridine (1 mol equivalent per acid chloride) to trap the HCl that is evolved. After aqueous extraction of the pyridinium salt and any excess starting materials, the product is crystallized from the toluene solution. Reactants: FC(C1=CC=C(C=C1)C1C(=C(NC(C1)=O)C)C(=O)OC)(F)F (Methyl 4-[4-(trifluoromethyl)phenyl]-2-methyl-6-oxo-1,4,5,6-tetrahydro-3-pyridinecarboxylate), C([O-])([O-])=O.[Cs+].[Cs+] (cesium carbonate), COC=1C=C(CBr)C=CC1 (3-Methoxybenzyl bromide). Solvent: O (H2O), CN(C)C=O (DMF). Conditions: temperature 100 celsius. The product is CC=1N(C(CC(C1C(=O)OC)C1=CC=C(C=C1)C(F)(F)F)=O)CC1=CC(=CC=C1)OC (Methyl 2-methyl-1-{[3-(methyloxy)phenyl]methyl}-6-oxo-4-[4-(trifluoromethyl)phenyl]-1,4,5,6-tetrahydro-3-pyridinecarboxylate). The yield is 0.1%. Reaction SMILES: [F:1][C:2]([F:22])([F:21])[C:3]1[CH:8]=[CH:7][C:6]([CH:9]2[CH2:14][C:13](=[O:15])[NH:12][C:11]([CH3:16])=[C:10]2[C:17]([O:19][CH3:20])=[O:18])=[CH:5][CH:4]=1.C(=O)([O-])[O-].[Cs+].[Cs+].[CH3:29][O:30][C:31]1[CH:32]=[C:33]([CH:36]=[CH:37][CH:38]=1)[CH2:34]Br>CN(C=O)C.O>[CH3:16][C:11]1[N:12]([CH2:34][C:33]2[CH:36]=[CH:37][CH:38]=[C:31]([O:30][CH3:29])[CH:32]=2)[C:13](=[O:15])[CH2:14][CH:9]([C:6]2[CH:5]=[CH:4][C:3]([C:2]([F:21])([F:1])[F:22])=[CH:8][CH:7]=2)[C:10]=1[C:17]([O:19][CH3:20])=[O:18] |f:1.2.3|. Procedure: The product from Example 5, Step 1 (0.627 g, 2.00 mmol, 1.00 equiv) and cesium carbonate (0.975 g, 3.00 mmol, 1.50 equiv) were combined in DMF (9 mL) for 15 minutes at rt. 3-Methoxybenzyl bromide (0.436 mL, 3.12 mmol, 1.56 equiv) was added and the reaction was heated to 100° C. for 6 hours. The reaction was diluted with H2O and extracted with Et2O. The organic phase was washed with H2O and satd. NaCl, dried over MgSO4 and concentrated en vacuo to provide 0.762 mg (88%) of the title compound as a... Starting materials: CCO, CCOC(=O)C(=CC1CCCCC1)CP(=O)(CC(C)C)OCC, [Na+], [OH-], O. Yields the product CCOP(=O)(CC(=CC1CCCCC1)C(=O)O)CC(C)C. Reaction SMILES: [CH3:26][CH2:27][OH:28].[CH:1]1([CH:7]=[C:8]([C:9](=[O:10])[O:11][CH2:12][CH3:13])[CH2:14][P:15](=[O:16])([CH2:17][CH:18]([CH3:19])[CH3:20])[O:21][CH2:22][CH3:23])[CH2:2][CH2:3][CH2:4][CH2:5][CH2:6]1.[Na+:25].[OH-:24].[OH2:29]>>[CH:1]1([CH:7]=[C:8]([C:9](=[O:10])[OH:11])[CH2:14][P:15](=[O:16])([CH2:17][CH:18]([CH3:19])[CH3:20])[O:21][CH2:22][CH3:23])[CH2:2][CH2:3][CH2:4][CH2:5][CH2:6]1. Reaction SMILES: [Cl:1][C:2]1[C:3]([OH:20])=[CH:4][C:5]([O:18][CH3:19])=[C:6]([CH:8]([CH2:14][CH2:15][CH2:16][CH3:17])[CH2:9][C:10]([O:12]C)=[O:11])[CH:7]=1.[CH3:21][O:22][CH2:23][CH2:24][CH2:25]OS(C1C=CC(C)=CC=1)(=O)=O>CCOCC>[Cl:1][C:2]1[C:3]([O:20][CH2:25][CH2:24][CH2:23][O:22][CH3:21])=[CH:4][C:5]([O:18][CH3:19])=[C:6]([CH:8]([CH2:14][CH2:15][CH2:16][CH3:17])[CH2:9][C:10]([OH:12])=[O:11])[CH:7]=1. Product: ClC=1C(=CC(=C(C1)C(CC(=O)O)CCCC)OC)OCCCOC (3-[5-Chloro-4-(3-methoxypropoxy)-2-methoxyphenyl]heptanoic Acid). Procedure details: Following a similar procedure to that described in Preparation 45A(i), but using methyl 3-(5-chloro-4-hydroxy-2-methoxyphenyl)heptanoate (prepared as described in Preparation 56B) and 3-methoxy-1-tosyloxypropane, the corresponding ether derivative was obtained. Hydrolysis of this derivative and subsequent treatment of the reaction mixture were conducted in a similar manner to that described in Preparation 7 to give the title compound as a viscous substance. Solvent: CCOCC (ether). The reactants are ClC=1C(=CC(=C(C1)C(CC(=O)OC)CCCC)OC)O (methyl 3-(5-chloro-4-hydroxy-2-methoxyphenyl)heptanoate), COCCCOS(=O)(=O)C1=CC=C(C)C=C1 (3-methoxy-1-tosyloxypropane). Reactants: C=O (formaldehyde), [OH-].[Na+] (sodium hydroxide), CC1(NC2CCCCC2C(C1)C)C (2,2,4-trimethyl decahydroquinoline), C(=O)O (Formic acid). Solvent: O (water), C(C)OCC (Diethyl ether). The product is CN1C(CC(C2CCCCC12)C)(C)C (1,2,2,4-tetramethyl decahydroquinoline), product. Reaction SMILES: [CH3:1][C:2]1([CH3:13])[CH2:11][CH:10]([CH3:12])[CH:9]2[CH:4]([CH2:5][CH2:6][CH2:7][CH2:8]2)[NH:3]1.[CH:14](O)=O.C=O.[OH-].[Na+]>O.C(OCC)C>[CH3:14][N:3]1[CH:4]2[CH:9]([CH2:8][CH2:7][CH2:6][CH2:5]2)[CH:10]([CH3:12])[CH2:11][C:2]1([CH3:13])[CH3:1] |f:3.4|. Reported procedure: 1,2,2,4-tetramethyl decahydroquinoline was prepared. 36.3 grams (0.2 mole) of 2,2,4-trimethyl decahydroquinoline of about 58% cis structure was placed in a reactor vessel equipped for agitation. Formic acid, 20.2 grams (0.44 mole) was added dropwise to the reactor vessel followed by the slow addition of 17.4 grams of 38% by weight formaldehyde in water solution. After addition, the mix was refluxed at for 4 hours. A 5N sodium hydroxide solution was then added until the mix was basic. Diethyl eth... Reactants: COC(=O)N1CCNCC1, O=C([O-])O, CCO, Fc1ccc(C(CCCCl)c2ccc(F)cc2)cc1, [Na+], O. The product is COC(=O)N1CCN(CCCC(c2ccc(F)cc2)c2ccc(F)cc2)CC1, Cl. Reaction SMILES: [C:1](=[O:2])([O:3][CH3:4])[N:5]1[CH2:6][CH2:7][NH:8][CH2:9][CH2:10]1.[C:30](=[O:31])([OH:32])[O-:33].[CH3:36][CH2:37][OH:38].[Cl:11][CH2:12][CH2:13][CH2:14][CH:15]([c:16]1[cH:17][cH:18][c:19]([F:22])[cH:20][cH:21]1)[c:23]1[cH:24][cH:25][c:26]([F:29])[cH:27][cH:28]1.[Na+:34].[OH2:35]>>[C:1](=[O:2])([O:3][CH3:4])[N:5]1[CH2:6][CH2:7][N:8]([CH2:12][CH2:13][CH2:14][CH:15]([c:16]2[cH:17][cH:18][c:19]([F:22])[cH:20][cH:21]2)[c:23]2[cH:24][cH:25][c:26]([F:29])[cH:27][cH:28]2)[CH2:9][CH2:10]1.[ClH:11].